This data is from the Open Reaction Database (ORD), a public repository of structured organic reaction records. The task is: describe an organic reaction: reactants, conditions, products, and yield Starting materials: CSC=1N(C=CN1)C(C=1C=C(C(=CC1)N)N)C1=CC=CC=C1 ((+)-4-[[2-(methylthio)-1H-imidazol-1-yl]-phenylmethyl]-1,2-benzendiamine), Cl.C(C)(OCC)=N (ethyl ethanimidate hydrochloride). Run in CO (methanol). Reaction conditions: time 8 hour. Product: CC1=NC2=C(N1)C=CC(=C2)C(C2=CC=CC=C2)N2C(=NC=C2)SC ((+)-2-methyl-5-[[2-(methylthio)-1H-imidazol-1-yl]phenylmethyl]-1H-benzimidazole). Yield: 79.3%. RXN SMILES: [CH3:1][S:2][C:3]1[N:4]([CH:8]([C:17]2[CH:22]=[CH:21][CH:20]=[CH:19][CH:18]=2)[C:9]2[CH:10]=[C:11]([NH2:16])[C:12]([NH2:15])=[CH:13][CH:14]=2)[CH:5]=[CH:6][N:7]=1.Cl.[C:24](=N)(OCC)[CH3:25]>CO>[CH3:24][C:25]1[NH:15][C:12]2[CH:13]=[CH:14][C:9]([CH:8]([N:4]3[CH:5]=[CH:6][N:7]=[C:3]3[S:2][CH3:1])[C:17]3[CH:22]=[CH:21][CH:20]=[CH:19][CH:18]=3)=[CH:10][C:11]=2[N:16]=1 |f:1.2|. Procedure details: (a-6) A mixture of 5.6 parts of (+)-4-[[2-(methylthio)-1H-imidazol-1-yl]-phenylmethyl]-1,2-benzendiamine, 2.8 parts of ethyl ethanimidate hydrochloride and 60 parts of methanol was stirred first overnight at room temperature and then for 2 hours at reflux temperature. After cooling, the reaction mixture was evaporated. The residue was treated with alkaline water and the product was extracted three times with dichloromethane. The combined extracts were dried, filtered and evaporated. The residue ... Starting materials: OC1C2=C(S(CC1)(=O)=O)SC(=C2)S(=O)(=O)N (5,6-Dihydro-4-hydroxy-4H-thieno[2,3-b]thiopyran-2-sulfonamide-7,7-dioxide), C(C)(=O)O (acetic acid), C1(CCCCC1)N=C=NC1CCCCC1 (dicyclohexylcarbodiimide), C(C)(=O)O (acetic acid), identical product. The reagents and catalysts are CN(C1=CC=NC=C1)C (4-dimethylaminopyridine). The solvent is O1CCCC1 (tetrahydrofuran), O1CCCC1 (tetrahydrofuran). Run at temperature 0 celsius, time 2 hour. The product is C(C)(=O)OC1C2=C(S(CC1)(=O)=O)SC(=C2)S(=O)(=O)N (4-Acetoxy-5,6-dihydro-4H-thieno[2,3-b]thiopyran-2-sulfonamide-7,7-dioxide). Isolated yield 111.9%. Reaction SMILES: [OH:1][CH:2]1[CH2:7][CH2:6][S:5](=[O:9])(=[O:8])[C:4]2[S:10][C:11]([S:13]([NH2:16])(=[O:15])=[O:14])=[CH:12][C:3]1=2.[C:17](O)(=[O:19])[CH3:18].C1(N=C=NC2CCCCC2)CCCCC1>CN(C)C1C=CN=CC=1.O1CCCC1>[C:17]([O:1][CH:2]1[CH2:7][CH2:6][S:5](=[O:9])(=[O:8])[C:4]2[S:10][C:11]([S:13]([NH2:16])(=[O:15])=[O:14])=[CH:12][C:3]1=2)(=[O:19])[CH3:18]. Reported procedure: 5,6-Dihydro-4-hydroxy-4H-thieno[2,3-b]thiopyran-2-sulfonamide-7,7-dioxide (2.00 g, 0.0071 m), glacial acetic acid (0.92 g, 0.015 m) and 4-dimethylaminopyridine (0.085 g, 0.0007 m) were dissolved in dry tetrahydrofuran (30 ml) and the solution was cooled to 0° C. under nitrogen and stirred while a solution of dicyclohexylcarbodiimide (1.61 g, 0.0078 m) in dry tetrahydrofuran (10 ml) was added over 10 minutes. After stirring at 0° C. for 1 hour and at ambient temperature for 2 hours, an additional...